This data is from the Open Reaction Database (ORD), a public repository of structured organic reaction records. The task is: describe an organic reaction: reactants, conditions, products, and yield The reactants are O=CC(Cl)(Cl)Cl (chloral), CC(C)=C (isobutylene), [Cl-].[Al+3].[Cl-].[Cl-] (aluminium chloride). Run in O (Water), petroleum ether. Run at temperature 0 celsius, time 1 hour. Product: ClC(C(CC(=C)C)O)(Cl)Cl (1,1,1-trichloro-2-hydroxy-4-methyl-4-pentene). Reaction SMILES: [O:1]=[CH:2][C:3]([Cl:6])([Cl:5])[Cl:4].[CH3:7][C:8](=[CH2:10])[CH3:9].[Cl-].[Al+3].[Cl-].[Cl-]>O>[Cl:4][C:3]([Cl:6])([Cl:5])[CH:2]([OH:1])[CH2:9][C:8]([CH3:10])=[CH2:7] |f:2.3.4.5|. Reported procedure: A mixture of anhydrous chloral (738 g), isobutylene (309 g), and petroleum ether (boiling range 40° to 60° C, 800 ml) was stirred at a temperature in the range -5° to -8° C whilst aluminium chloride (54.5 g) was added in small portions over a period of 2 hours. The mixture was stirred for a further period of one hour at 0° C. Water (450 ml) was then added over 15 minutes, the temperature being maintained at 0° C, after which the mixture was allowed to attain to the ambient temperature. The organ... Starting materials: FC1=C(C=CC=C1)C1=NOC(=C1C=1N=CNC1)C (3-(2-fluoro-phenyl)-4-(1H-imidazol-4-yl)-5-methyl-isoxazole), IC1=CC=C(C=C1)OC (4-iodoanisole), N1[C@H](C(=O)O)CCC1 (L-proline), C([O-])([O-])=O.[K+].[K+] (potassium carbonate). The reagents and catalysts are [Cu]I (copper(I) iodide). Run in CS(=O)C (DMSO), O (water). Reaction conditions: temperature 90 celsius. Yields the product FC1=C(C=CC=C1)C1=NOC(=C1C=1N=CN(C1)C1=CC=C(C=C1)OC)C (3-(2-Fluoro-phenyl)-4-[1-(4-methoxy-phenyl)-1H-imidazol-4-yl]-5-methyl-isoxazole). The yield is 4.0%. RXN SMILES: [F:1][C:2]1[CH:7]=[CH:6][CH:5]=[CH:4][C:3]=1[C:8]1[C:12]([C:13]2[N:14]=[CH:15][NH:16][CH:17]=2)=[C:11]([CH3:18])[O:10][N:9]=1.I[C:20]1[CH:25]=[CH:24][C:23]([O:26][CH3:27])=[CH:22][CH:21]=1.N1CCC[C@H]1C(O)=O.C(=O)([O-])[O-].[K+].[K+]>CS(C)=O.[Cu]I.O>[F:1][C:2]1[CH:7]=[CH:6][CH:5]=[CH:4][C:3]=1[C:8]1[C:12]([C:13]2[N:14]=[CH:15][N:16]([C:20]3[CH:25]=[CH:24][C:23]([O:26][CH3:27])=[CH:22][CH:21]=3)[CH:17]=2)=[C:11]([CH3:18])[O:10][N:9]=1 |f:3.4.5|. Procedure details: To a solution of 3-(2-fluoro-phenyl)-4-(1H-imidazol-4-yl)-5-methyl-isoxazole (100 mg, 0.41 mmol) in DMSO (2 mL) was added copper(I) iodide (7.9 mg, 0.04 mmol), 4-iodoanisole (57 mg, 0.45 mmol), L-proline (9.5 mg, 0.08 mmol) and potassium carbonate (113.6 mg, 0.82 mmol) and the resulting mixture heated at 90° C. for 3 days. After cooling to room temperature the resulting mixture was poured into water and extracted with ethyl acetate. The organic extracts were then washed with water and brine, dri... Reactants: C(C(=O)Cl)(=O)Cl (oxalyl chloride), C(=O)(O)C1=CN(C=C1C(F)(F)F)C1=NC=CC2=CC=CC=C12 (3-carboxy-4-trifluoromethyl-1-(isoquinolin-1-yl)-1H-pyrrole). Solvent: ClCCl (dichloromethane). Conditions: temperature 20 celsius, time 2 hour. Yields the product Cl.ClC(=O)C1=CN(C=C1C(F)(F)F)C1=NC=CC2=CC=CC=C12 (3-chlorocarbonyl-4-trifluoromethyl-1-(isoquinolin-1-yl)-1H-pyrrole hydrochloride). Yield: 94.1%. As a reaction SMILES: [C:1](Cl)(=O)[C:2]([Cl:4])=[O:3].C(C1[C:14]([C:15]([F:18])([F:17])[F:16])=[CH:13][N:12]([C:19]2[C:28]3[C:23](=[CH:24][CH:25]=[CH:26][CH:27]=3)[CH:22]=[CH:21][N:20]=2)[CH:11]=1)(O)=O>ClCCl>[ClH:4].[Cl:4][C:2]([C:1]1[C:14]([C:15]([F:17])([F:18])[F:16])=[CH:13][N:12]([C:19]2[C:28]3[C:23](=[CH:24][CH:25]=[CH:26][CH:27]=3)[CH:22]=[CH:21][N:20]=2)[CH:11]=1)=[O:3] |f:3.4|. Procedure: 0.62 mL (7.18 mmol) of oxalyl chloride is added to 1.1 g (3.59 mmol) of 3-carboxy-4-trifluoromethyl-1-(isoquinolin-1-yl)-1H-pyrrole dissolved in 30 mL of dichloromethane at a temperature in the region of 20° C. under an argon atmosphere. After stirring for 2 hours at a temperature in the region of 20° C., the reaction mixture is concentrated to dryness under reduced pressure (2.7 kPa), giving 1.22 g of 3-chlorocarbonyl-4-trifluoromethyl-1-(isoquinolin-1-yl)-1H-pyrrole hydrochloride in the form o...